From a dataset of the Open Reaction Database (ORD), a public repository of structured organic reaction records. describe an organic reaction: reactants, conditions, products, and yield The reactants are C(C)OCC (ethyl ether), C(C)OCC (ethyl ether), Cl (hydrochloric acid), ClC1=CC(=NC(=N1)NC=O)C(C(=O)NC1[C@@H]2N(C(=C(CS2)C(C)SC2=NN=NN2)C(=O)O)C1=O)=NOC (7-[2-(6-chloro-2-formamidopyrimidin-4-yl)-2-methoxyiminoacetamido]-3-(1-methyl-1H-tetrazol-5-ylthiomethyl)-3-cephem-4-carboxylic acid). The solvent is CO (methanol), CO (methanol), CO (methanol). Conditions: time 5 hour. Yields the product Cl.NC1=NC(=CC(=N1)C(C(=O)NC1[C@@H]2N(C(=C(CS2)C(C)SC2=NN=NN2)C(=O)O)C1=O)=NOC)Cl (7-[2-(2-amino-6-chloropyrimidin-4-yl)-2-methoxyiminoacetamido]-3-(1-methyl-1H-tetrazol-5-ylthiomethyl)-3-cephem-4-carboxylic acid hydrochloride). Yield: 156.0%. As a reaction SMILES: Cl.[Cl:2][C:3]1[N:8]=[C:7]([NH:9]C=O)[N:6]=[C:5]([C:12](=[N:36][O:37][CH3:38])[C:13]([NH:15][CH:16]2[C:34](=[O:35])[N:18]3[C:19]([C:31]([OH:33])=[O:32])=[C:20]([CH:23]([S:25][C:26]4[NH:30][N:29]=[N:28][N:27]=4)[CH3:24])[CH2:21][S:22][C@H:17]23)=[O:14])[CH:4]=1.C(OCC)C>CO>[ClH:2].[NH2:9][C:7]1[N:6]=[C:5]([C:12](=[N:36][O:37][CH3:38])[C:13]([NH:15][CH:16]2[C:34](=[O:35])[N:18]3[C:19]([C:31]([OH:33])=[O:32])=[C:20]([CH:23]([S:25][C:26]4[NH:27][N:28]=[N:29][N:30]=4)[CH3:24])[CH2:21][S:22][C@H:17]23)=[O:14])[CH:4]=[C:3]([Cl:2])[N:8]=1 |f:4.5|. Reported procedure: Conc. hydrochloric acid (242 mg.) was added to a solution of 7-[2-(6-chloro-2-formamidopyrimidin-4-yl)-2-methoxyiminoacetamido]-3-(1-methyl-1H-tetrazol-5-ylthiomethyl)-3-cephem-4-carboxylic acid (1.2 g.) in methanol (12 ml.), and the mixture was stirred at ambient temperature for 5 hours. The reaction mixture was evaporated to dryness under reduced pressure to give a foamy residue, which was pulverized with ethyl ether. This powder (1.1 g.) was dissolved in methanol (6 ml.), and to ethyl ether (... Starting materials: ClCCl, CN(C)c1ccncc1, CCOC(C)=O, [Cl-], O=C(Cl)C(=O)Cl, CCOP(=O)(OCC)C(N)P(=O)(OCC)OCC, c1ccncc1, O=C(O)c1cc2ccccc2s1, O=C(Cl)c1cc2ccccc2s1. The product is CCOP(=O)(OCC)C(NC(=O)c1cc2ccccc2s1)P(=O)(OCC)OCC. Reaction SMILES: [CH2:50]([Cl:51])[Cl:52].[CH3:53][N:54]([CH3:55])[c:56]1[cH:57][cH:58][n:59][cH:60][cH:61]1.[CH3:62][CH2:63][O:64][C:65](=[O:66])[CH3:67].[Cl-:49].[Cl:25][C:26]([C:27]([Cl:28])=[O:29])=[O:30].[NH2:31][CH:32]([P:33]([O:34][CH2:35][CH3:36])([O:37][CH2:38][CH3:39])=[O:40])[P:41]([O:42][CH2:43][CH3:44])([O:45][CH2:46][CH3:47])=[O:48].[cH:68]1[cH:69][cH:70][n:71][cH:72][cH:73]1.[s:13]1[c:14]([C:15]([OH:16])=[O:17])[cH:18][c:19]2[cH:20][cH:21][cH:22][cH:23][c:24]12.[s:1]1[c:2]2[c:3]([cH:4][c:5]1[C:6](=[O:7])[Cl:8])[cH:9][cH:10][cH:11][cH:12]2>>[s:1]1[c:2]2[c:3]([cH:4][c:5]1[C:6](=[O:7])[NH:31][CH:32]([P:33]([O:34][CH2:35][CH3:36])([O:37][CH2:38][CH3:39])=[O:40])[P:41]([O:42][CH2:43][CH3:44])([O:45][CH2:46][CH3:47])=[O:48])[cH:9][cH:10][cH:11][cH:12]2. Starting materials: [OH-].[Na+] (sodium hydroxide), [Cl-].[Zn+2].[Cl-] (zinc chloride), C(C(O)C1=CC=CC=C1)(=O)O (mandelic acid). The solvent is O (water), O (water). Run at temperature 70 celsius, time 2.5 hour. The product is C(C(O)C1=CC=CC=C1)(=O)[O-].[Zn+2].C(C(O)C1=CC=CC=C1)(=O)[O-] (zinc mandelate). Isolated yield 60.9%. Reaction SMILES: [OH-].[Na+].[C:3]([OH:13])(=[O:12])[CH:4]([C:6]1[CH:11]=[CH:10][CH:9]=[CH:8][CH:7]=1)[OH:5].[Cl-].[Zn+2:15].[Cl-]>O>[C:3]([O-:13])(=[O:12])[CH:4]([C:6]1[CH:11]=[CH:10][CH:9]=[CH:8][CH:7]=1)[OH:5].[Zn+2:15].[C:3]([O-:13])(=[O:12])[CH:4]([C:6]1[CH:11]=[CH:10][CH:9]=[CH:8][CH:7]=1)[OH:5] |f:0.1,3.4.5,7.8.9|. Procedure details: A solution of 47% (w/w) sodium hydroxide (5.5 g) is added to slurry of mandelic acid (7.6 g, 0.05 mol) in water (100 mL) at 70° C. to give a clear slightly alkaline solution. A solution of zinc chloride (3.4 g, 0.025 mol) in water (50 mL) is added and a precipitate is formed immediately. The mixture is stirred at 70° C. for further 2.5 hours. The precipitate is then filtered and dried to yield 5.6 g (61%) zinc mandelate as a fine white powder. IR absorption bands: 1592, 1404 and 1361 cm−1. Starting materials: C1(=CC=CC=C1)O (phenol), C([O-])([O-])=O.[K+].[K+] (potassium carbonate), O (Water), O([Si](C1=CC=CC=C1)(C1=CC=CC=C1)C(C)(C)C)CC1=C(C=C(C=C1)COS(=O)(=O)C)Cl (1-((tert-Butyldiphenylsiloxy)methyl)-2-chloro-4-((methanesulfonyloxy) methyl)benzene). Solvent: CN(C=O)C (N,N-dimethylformamide). Run at time 5 minute. Product: O([Si](C1=CC=CC=C1)(C1=CC=CC=C1)C(C)(C)C)CC1=C(C=C(C=C1)COC1=CC=CC=C1)Cl (1-((tert-butyldiphenylsiloxy)-methyl)-2-chloro-4-(phenoxymethyl)benzene). Yield: 78.5%. As a reaction SMILES: [C:1]1([OH:7])[CH:6]=[CH:5][CH:4]=[CH:3][CH:2]=1.C(=O)([O-])[O-].[K+].[K+].[O:14]([CH2:32][C:33]1[CH:38]=[CH:37][C:36]([CH2:39]OS(C)(=O)=O)=[CH:35][C:34]=1[Cl:45])[Si:15]([C:28]([CH3:31])([CH3:30])[CH3:29])([C:22]1[CH:27]=[CH:26][CH:25]=[CH:24][CH:23]=1)[C:16]1[CH:21]=[CH:20][CH:19]=[CH:18][CH:17]=1.O>CN(C)C=O>[O:14]([CH2:32][C:33]1[CH:38]=[CH:37][C:36]([CH2:39][O:7][C:1]2[CH:6]=[CH:5][CH:4]=[CH:3][CH:2]=2)=[CH:35][C:34]=1[Cl:45])[Si:15]([C:28]([CH3:29])([CH3:30])[CH3:31])([C:22]1[CH:27]=[CH:26][CH:25]=[CH:24][CH:23]=1)[C:16]1[CH:21]=[CH:20][CH:19]=[CH:18][CH:17]=1 |f:1.2.3|. Procedure: To a solution of phenol (969 mg) in N,N-dimethylformamide (27 ml) was added potassium carbonate powder (1.92 g) and the mixture was stirred at room temperature for 5 min. 1-((tert-Butyldiphenylsiloxy)methyl)-2-chloro-4-((methanesulfonyloxy) methyl)benzene (3.39 g) was added and the mixture was stirred at 100° C. for 3 hr. The reaction mixture was allowed to cool to room temperature. Water was added and the mixture was extracted twice with hexane. The organic layers were combined, washed successi... Starting materials: [C@H]12[C@H](NC[C@@H]2C1)CNC(C(F)(F)F)=O (N-[(1S,2S,5R)-1-(3-Aza-bicyclo[3.1.0]hex-2-yl)methyl]-2,2,2-trifluoro-acetamide), C1(=CC(=CC=C1)C=1SC=CC1C(=O)O)C (2-m-tolyl-thiophene-3-carboxylic acid). The product is FC(C(=O)NC[C@@H]1[C@H]2C[C@H]2CN1C(=O)C1=C(SC=C1)C=1C=C(C=CC1)C)(F)F (2,2,2-Trifluoro-N-[(1S,2S,5R)-3-(2-m-tolyl-thiophene-3-carbonyl)-3-aza-bicyclo[3.1.0]hex-2-ylmethyl]-acetamide). Reaction SMILES: [C@H:1]12[CH2:6][C@H:5]1[CH2:4][NH:3][C@@H:2]2[CH2:7][NH:8][C:9](=[O:14])[C:10]([F:13])([F:12])[F:11].[C:15]1([CH3:29])[CH:20]=[CH:19][CH:18]=[C:17]([C:21]2[S:22][CH:23]=[CH:24][C:25]=2[C:26](O)=[O:27])[CH:16]=1>>[F:13][C:10]([F:12])([F:11])[C:9]([NH:8][CH2:7][C@H:2]1[N:3]([C:26]([C:25]2[CH:24]=[CH:23][S:22][C:21]=2[C:17]2[CH:16]=[C:15]([CH3:29])[CH:20]=[CH:19][CH:18]=2)=[O:27])[CH2:4][C@H:5]2[C@@H:1]1[CH2:6]2)=[O:14]. Reported procedure: prepared by reaction of N-[(1S,2S,5R)-1-(3-Aza-bicyclo[3.1.0]hex-2-yl)methyl]-2,2,2-trifluoro-acetamide with 2-m-tolyl-thiophene-3-carboxylic acid. The reactants are [N+](=O)([O-])C1=CC=C(O1)C1=NN(C=C1C=O)C1=CC=CC=C1 (3-(5-nitro-2-furyl)-1-phenylpyrazole-4-carboxaldehyde), N(N)C1=NC=CC=C1 (2-hydrazinopyridine), C(C)O (ethanol). The reagents and catalysts are C(C)(=O)O (acetic acid). The solvent is O (water). Product: N1=C(C=CC=C1)NN=CC=1C(=NN(C1)C1=CC=CC=C1)C=1OC(=CC1)[N+](=O)[O-] (3-(5-nitro-2-furyl)-1-phenylpyrazole-4-carboxaldehyde-(2-pyridyl)hydrazone). Yield: 95.0%. Reaction SMILES: [N+:1]([C:4]1[O:8][C:7]([C:9]2[C:13]([CH:14]=O)=[CH:12][N:11]([C:16]3[CH:21]=[CH:20][CH:19]=[CH:18][CH:17]=3)[N:10]=2)=[CH:6][CH:5]=1)([O-:3])=[O:2].[NH:22]([C:24]1[CH:29]=[CH:28][CH:27]=[CH:26][N:25]=1)[NH2:23].C(O)C>C(O)(=O)C.O>[N:25]1[CH:26]=[CH:27][CH:28]=[CH:29][C:24]=1[NH:22][N:23]=[CH:14][C:13]1[C:9]([C:7]2[O:8][C:4]([N+:1]([O-:3])=[O:2])=[CH:5][CH:6]=2)=[N:10][N:11]([C:16]2[CH:21]=[CH:20][CH:19]=[CH:18][CH:17]=2)[CH:12]=1. Reported procedure: Stir an admixture of 2 g of 3-(5-nitro-2-furyl)-1-phenylpyrazole-4-carboxaldehyde, 0.92 g of 2-hydrazinopyridine, 50 ml of ethanol and 2 drops of glacial acetic acid for 36 hours at room temperature. Cool the admixture and then form a precipitate with 50 ml of water to obtain a 95% yield of 3-(5-nitro-2-furyl)-1-phenylpyrazole-4-carboxaldehyde-(2-pyridyl)hydrazone [m.p. 228° to 231° C (with decomposition) from dimethylformamide/water]. The reactants are BrC=1C=CC=2N(C3=CC=CC=C3SC2C1)C1CCN(CC1)C (3-bromo-10-(1-methylpiperidin-4-yl)-10H-phenothiazine), BrC=1C=CC=2N(C3=CC=CC=C3SC2C1)C1CCN(CC1)C (3-Bromo-10-(1-methylpiperidin-4-yl)-10H-phenothiazine), ClC(=O)OC(C)Cl (1-chloroethyl chloroformate). The solvent is ClCCCl (1,2-dichloroethane). The product is BrC=1C=CC=2N(C3=CC=CC=C3SC2C1)C1CCNCC1 (3-Bromo-10-piperidin-4-yl-10H-phenothiazine). Reaction SMILES: [Br:1][C:2]1[CH:3]=[CH:4][C:5]2[N:6]([CH:16]3[CH2:21][CH2:20][N:19](C)[CH2:18][CH2:17]3)[C:7]3[C:12]([S:13][C:14]=2[CH:15]=1)=[CH:11][CH:10]=[CH:9][CH:8]=3.ClC(OC(Cl)C)=O>ClCCCl>[Br:1][C:2]1[CH:3]=[CH:4][C:5]2[N:6]([CH:16]3[CH2:21][CH2:20][NH:19][CH2:18][CH2:17]3)[C:7]3[C:12]([S:13][C:14]=2[CH:15]=1)=[CH:11][CH:10]=[CH:9][CH:8]=3. Procedure details: To a solution of 3-bromo-10-(1-methylpiperidin-4-yl)-10H-phenothiazine, 4e (0.6 g, 1.6 mmol) in 1,2-dichloroethane (10 mL) was added 1-chloroethyl chloroformate (276 μL, 2.6 mmol). The mixture was heated to reflux for 1 h, allowed to cool to rt, and evaporated. The residue was dissolved in methanol (10 mL) and heated to reflux for 1 h. Treatment with 1-chloroethyl chloroformate was repeated three more times to obtain ⅔ conversion. After work-up, the residue was purified via flash column chromato... Reactants: [OH-].[Na+] (Sodium hydroxide), Cl (hydrogen chloride), FC=1C=C(C=C(C1C(F)(F)F)F)[C@@H]1N(CC[C@@H](C1)C(CC(=O)OCC)=O)C(=O)OC (Cis-methyl 2-(3,5-difluoro-4-(trifluoromethyl)phenyl)-4-(3-ethoxy-3-oxopropanoyl)-piperidine-1-carboxylate), NO (Hydroxylamine). The solvent is O (water), CO (MeOH). Conditions: temperature -40 celsius, time 20 minute. The product is FC=1C=C(C=C(C1C(F)(F)F)F)[C@@H]1N(CC[C@@H](C1)C1=CC(NO1)=O)C(=O)OC (Cis-methyl 2-(3,5-difluoro-4-(trifluoromethyl)phenyl)-4-(3-oxo-2,3-dihydroisoxazol-5-yl)piperidine-1-carboxylate). Yield: 43.0%. As a reaction SMILES: [F:1][C:2]1[CH:3]=[C:4]([C@H:13]2[CH2:18][C@@H:17]([C:19](=[O:26])[CH2:20][C:21](OCC)=[O:22])[CH2:16][CH2:15][N:14]2[C:27]([O:29][CH3:30])=[O:28])[CH:5]=[C:6]([F:12])[C:7]=1[C:8]([F:11])([F:10])[F:9].[OH-].[Na+].[NH2:33]O.Cl>CO.O>[F:1][C:2]1[CH:3]=[C:4]([C@H:13]2[CH2:18][C@@H:17]([C:19]3[O:26][NH:33][C:21](=[O:22])[CH:20]=3)[CH2:16][CH2:15][N:14]2[C:27]([O:29][CH3:30])=[O:28])[CH:5]=[C:6]([F:12])[C:7]=1[C:8]([F:10])([F:9])[F:11] |f:1.2|. Reported procedure: Cis-methyl 2-(3,5-difluoro-4-(trifluoromethyl)phenyl)-4-(3-ethoxy-3-oxopropanoyl)-piperidine-1-carboxylate (1.489 g, 3.40 mmol) was dissolved in MeOH (15 mL) and cooled to −40° C. Sodium hydroxide (0.896 mL, 3.40 mmol) dissolved in water (1.500 mL) was added and the reaction stirred at −40° C. for 20 min. Hydroxylamine (50% by weight in water, 0.209 mL, 3.40 mmol) was added and stirring continued for 3.5 h at −40° C. The reaction mixture was then added to a prewarmed 80° C. solution of hydrogen ...